The task is: describe an organic reaction: reactants, conditions, products, and yield. This data is from the Open Reaction Database (ORD), a public repository of structured organic reaction records. Starting materials: Cl (Hydrochloric acid), OC[C@H](C)NC(OC(C)(C)C)=O (tert-butyl [(1S)-2-hydroxy-1-methylethyl]carbamate), S(=O)(=O)(C1=CC=C(C)C=C1)Cl (tosyl chloride), S(=O)(=O)(C1=CC=C(C)C=C1)Cl (Tosyl chloride). RXN SMILES: [OH:1][CH2:2][C@@H:3]([NH:5][C:6](=[O:12])[O:7][C:8]([CH3:11])([CH3:10])[CH3:9])[CH3:4].[S:13](Cl)([C:16]1[CH:22]=[CH:21][C:19]([CH3:20])=[CH:18][CH:17]=1)(=[O:15])=[O:14].Cl>N1C=CC=CC=1>[CH3:20][C:19]1[CH:21]=[CH:22][C:16]([S:13]([O:1][CH2:2][C@@H:3]([NH:5][C:6]([O:7][C:8]([CH3:11])([CH3:10])[CH3:9])=[O:12])[CH3:4])(=[O:15])=[O:14])=[CH:17][CH:18]=1. Run in N1=CC=CC=C1 (pyridine). Yield: 71.8%. Yields the product CC1=CC=C(C=C1)S(=O)(=O)OC[C@H](C)NC(=O)OC(C)(C)C ((2S)-2-[(tert-butoxycarbonyl)amino]propyl 4-methylbenzenesulfonate). Reported procedure: A mixture of tert-butyl [(1S)-2-hydroxy-1-methylethyl]carbamate (10.0 g), tosyl chloride (12.0 g) and pyridine (100 mL) was stirred for 30 min under ice-cooling, and at room temperature for 2 hr. Tosyl chloride (6.0 g) was further added to the reaction mixture, and the mixture was stirred at room temperature overnight. 0.5M Hydrochloric acid was added to the reaction mixture, and the mixture was extracted with ethyl acetate. The obtained organic layer was washed with saturated brine and dried ov... Conditions: time 30 minute. Starting materials: COC(=O)Cc1cn(C)nc1OCc1ccc(OCc2nc(-c3ccccc3)sc2C)nc1, CCO, Cl, [Na+], C1CCOC1, [OH-]. Yields the product Cc1sc(-c2ccccc2)nc1COc1ccc(COc2nn(C)cc2CC(=O)O)cn1. RXN SMILES: [CH3:1][n:2]1[n:3][c:4]([O:12][CH2:13][c:14]2[cH:15][n:16][c:17]([O:20][CH2:21][c:22]3[n:23][c:24](-[c:28]4[cH:29][cH:30][cH:31][cH:32][cH:33]4)[s:25][c:26]3[CH3:27])[cH:18][cH:19]2)[c:5]([CH2:7][C:8](=[O:9])[O:10][CH3:11])[cH:6]1.[CH3:42][CH2:43][OH:44].[ClH:41].[Na+:35].[O:36]1[CH2:37][CH2:38][CH2:39][CH2:40]1.[OH-:34]>>[CH3:1][n:2]1[n:3][c:4]([O:12][CH2:13][c:14]2[cH:15][n:16][c:17]([O:20][CH2:21][c:22]3[n:23][c:24](-[c:28]4[cH:29][cH:30][cH:31][cH:32][cH:33]4)[s:25][c:26]3[CH3:27])[cH:18][cH:19]2)[c:5]([CH2:7][C:8](=[O:9])[OH:10])[cH:6]1. Starting materials: 68b, ClC1=CC=C(C=C1)C(C)(C)NCCCN1C=NC=C1 (N-[1-(4-Chlorophenyl)-1-methylethyl]-3-(imidazol-1-yl)propylamine), Cl (hydrogen chloride). The solvent is CCOCC (ether). Yields the product Cl.Cl.ClC1=CC=C(C=C1)C(C)(C)NCCCN1C=NC=C1 (N-[1-(4-chlorophenyl)-1-methylethyl]-3-(imidazol-1-yl)propylamine dihydrochloride). Reaction SMILES: [Cl:1][C:2]1[CH:7]=[CH:6][C:5]([C:8]([NH:11][CH2:12][CH2:13][CH2:14][N:15]2[CH:19]=[CH:18][N:17]=[CH:16]2)([CH3:10])[CH3:9])=[CH:4][CH:3]=1.[ClH:20]>CCOCC>[ClH:1].[ClH:20].[Cl:1][C:2]1[CH:7]=[CH:6][C:5]([C:8]([NH:11][CH2:12][CH2:13][CH2:14][N:15]2[CH:19]=[CH:18][N:17]=[CH:16]2)([CH3:10])[CH3:9])=[CH:4][CH:3]=1 |f:3.4.5|. Reported procedure: Ex 68b N-[1-(4-Chlorophenyl)-1-methylethyl]-3-(imidazol-1-yl)propylamine as an oil, b.p. 180° C. (0.05 mmHg) [Example 68(1)]. A sample of this oil was dissolved in ether and ethereal hydrogen chloride added. The solid obtained was collected by filtration, dried and recrystallised from propan-2-ol to give N-[1-(4-chlorophenyl)-1-methylethyl]-3-(imidazol-1-yl)propylamine dihydrochloride, m.p. 216°-218° C. [Example 68(2)]. Reactants: [BH4-], CC(=O)O, Cl, COc1cc2c(C3=CCN(C)CC3)c[nH]c2cc1F, [Na+], [Na+], C1CCOC1, [OH-]. Product: COc1cc2c(C3CCN(C)CC3)c[nH]c2cc1F. Reaction SMILES: [BH4-:20].[CH3:22][C:23](=[O:24])[OH:25].[ClH:26].[F:1][c:2]1[c:3]([O:18][CH3:19])[cH:4][c:5]2[c:6]([C:11]3=[CH:16][CH2:15][N:14]([CH3:17])[CH2:13][CH2:12]3)[cH:7][nH:8][c:9]2[cH:10]1.[Na+:21].[Na+:28].[O:29]1[CH2:30][CH2:31][CH2:32][CH2:33]1.[OH-:27]>>[F:1][c:2]1[c:3]([O:18][CH3:19])[cH:4][c:5]2[c:6]([CH:11]3[CH2:12][CH2:13][N:14]([CH3:17])[CH2:15][CH2:16]3)[cH:7][nH:8][c:9]2[cH:10]1. The reactants are COc1ccccc1CNc1ccc2c(C=Cc3ccccc3)cccc2n1, CCO, [H][H]. Product: COc1ccccc1CNc1ccc2c(CCc3ccccc3)cccc2n1. Reaction SMILES: [CH3:1][O:2][c:3]1[c:4]([CH2:5][NH:6][c:7]2[n:8][c:9]3[cH:10][cH:11][cH:12][c:13]([CH:17]=[CH:18][c:19]4[cH:20][cH:21][cH:22][cH:23][cH:24]4)[c:14]3[cH:15][cH:16]2)[cH:25][cH:26][cH:27][cH:28]1.[CH3:31][CH2:32][OH:33].[H:29][H:30]>>[CH3:1][O:2][c:3]1[c:4]([CH2:5][NH:6][c:7]2[n:8][c:9]3[cH:10][cH:11][cH:12][c:13]([CH2:17][CH2:18][c:19]4[cH:20][cH:21][cH:22][cH:23][cH:24]4)[c:14]3[cH:15][cH:16]2)[cH:25][cH:26][cH:27][cH:28]1.